This data is from the Open Reaction Database (ORD), a public repository of structured organic reaction records. The task is: describe an organic reaction: reactants, conditions, products, and yield The reactants are ClC=1N=CN(C1C(=O)NCC1=C(C(=C(C=C1)Cl)OC1=C(C=C(C(=C1)C#N)F)[N+](=O)[O-])F)COCC[Si](C)(C)C (4-chloro-N-({4-chloro-3-[(5-cyano-4-fluoro-2-nitrophenyl)oxy]-2-fluorophenyl}methyl)-1-({[2-(trimethylsilyl)ethyl]oxy}methyl)-1H-imidazole-5-carboxamide), S(=O)([O-])S(=O)[O-].[Na+].[Na+] (sodium hydrosulfite), O (Water). The solvent is C1CCOC1 (THF), CCOC(=O)C (EtOAc). Reaction conditions: temperature 60 celsius, time 1 hour. Yields the product NC1=C(C=C(C(=C1)F)C#N)OC=1C(=C(C=CC1Cl)CNC(=O)C1=C(N=CN1COCC[Si](C)(C)C)Cl)F (N-({3-[(2-amino-5-cyano-4-fluorophenyl)oxy]-4-chloro-2-fluorophenyl}methyl)-4-chloro-1-({[2-(trimethylsilyl)ethyl]oxy}methyl)-1H-imidazole-5-carboxamide). Isolated yield 90.3%. RXN SMILES: [Cl:1][C:2]1[N:3]=[CH:4][N:5]([CH2:32][O:33][CH2:34][CH2:35][Si:36]([CH3:39])([CH3:38])[CH3:37])[C:6]=1[C:7]([NH:9][CH2:10][C:11]1[CH:16]=[CH:15][C:14]([Cl:17])=[C:13]([O:18][C:19]2[CH:24]=[C:23]([C:25]#[N:26])[C:22]([F:27])=[CH:21][C:20]=2[N+:28]([O-])=O)[C:12]=1[F:31])=[O:8].S(S([O-])=O)([O-])=O.[Na+].[Na+].O>C1COCC1.CCOC(C)=O>[NH2:28][C:20]1[CH:21]=[C:22]([F:27])[C:23]([C:25]#[N:26])=[CH:24][C:19]=1[O:18][C:13]1[C:12]([F:31])=[C:11]([CH2:10][NH:9][C:7]([C:6]2[N:5]([CH2:32][O:33][CH2:34][CH2:35][Si:36]([CH3:37])([CH3:38])[CH3:39])[CH:4]=[N:3][C:2]=2[Cl:1])=[O:8])[CH:16]=[CH:15][C:14]=1[Cl:17] |f:1.2.3|. Procedure details: To a solution of 4-chloro-N-({4-chloro-3-[(5-cyano-4-fluoro-2-nitrophenyl)oxy]-2-fluorophenyl}methyl)-1-({[2-(trimethylsilyl)ethyl]oxy}methyl)-1H-imidazole-5-carboxamide (450 mg, 0.752 mmol) in THF (3 ml) was added sodium hydrosulfite (85% tech.) (924 mg, 4.51 mmol) in solution of Water (6.00 ml) and the reaction mixture was stirred at 60° C. for one hour. The reaction mixture was diluted with EtOAc and washed with water. The solvent was removed and the crude material was purified via silica gel...